From a dataset of the Open Reaction Database (ORD), a public repository of structured organic reaction records. describe an organic reaction: reactants, conditions, products, and yield Reactants: C(C)(C)(C)OC(=O)N[C@@H](C)C=1NC(=CC1C(=O)OCC)C1=C2N=C(C(=NC2=CC=C1)C)NC1(CC1)C (ethyl 2-((1S)-1-((tert-butoxycarbonyl)amino)ethyl)-5-(2-methyl-3-((1-methylcyclopropyl)amino)-5-quinoxalinyl)-1H-pyrrole-3-carboxylate), O1CCOCC1 (dioxane), [Li+].[OH-] (LiOH). Run in O (water). Run at temperature 110 celsius. The product is C(C)(C)(C)OC(=O)NC(C)C=1NC(=CC1C(=O)O)C1=C2N=C(C(=NC2=CC=C1)C)NC1(CC1)C (2-(1-((tert-butoxycarbonyl)amino)ethyl)-5-(2-methyl-3-((1-methylcyclopropyl)amino)-5-quinoxalinyl)-1H-pyrrole-3-carboxylic acid). RXN SMILES: [C:1]([O:5][C:6]([NH:8][C@H:9]([C:11]1[NH:12][C:13]([C:21]2[CH:30]=[CH:29][CH:28]=[C:27]3[C:22]=2[N:23]=[C:24]([NH:32][C:33]2([CH3:36])[CH2:35][CH2:34]2)[C:25]([CH3:31])=[N:26]3)=[CH:14][C:15]=1[C:16]([O:18]CC)=[O:17])[CH3:10])=[O:7])([CH3:4])([CH3:3])[CH3:2].O1CCOCC1.[Li+].[OH-]>O>[C:1]([O:5][C:6]([NH:8][CH:9]([C:11]1[NH:12][C:13]([C:21]2[CH:30]=[CH:29][CH:28]=[C:27]3[C:22]=2[N:23]=[C:24]([NH:32][C:33]2([CH3:36])[CH2:34][CH2:35]2)[C:25]([CH3:31])=[N:26]3)=[CH:14][C:15]=1[C:16]([OH:18])=[O:17])[CH3:10])=[O:7])([CH3:2])([CH3:3])[CH3:4] |f:2.3|. Procedure: To a 250 mL round bottomed flask was added ethyl 2-((1S)-1-((tert-butoxycarbonyl)amino)ethyl)-5-(2-methyl-3-((1-methylcyclopropyl)amino)-5-quinoxalinyl)-1H-pyrrole-3-carboxylate (333a) (6.96 g, 14.1 mmol), dioxane (40 mL), water (40 mL) and LiOH (1.69 g, 70.5 mmol). The mixture was stirred and heated at 110° C. for 19 h. The solution was cooled to RT and then concentrated on the rotovap to afford 2-(1-((tert-butoxycarbonyl)amino)ethyl)-5-(2-methyl-3-((1-methylcyclopropyl)amino)-5-quinoxalinyl)-1... Starting materials: IC1=CC(=CC(=C1)[N+](=O)[O-])[N+](=O)[O-] (1-iodo-3,5-dinitrobenzene), CS(=O)C.C[Si](SC)(C)C (DMSO trimethyl(methylthio)silane), C([O-])([O-])=O.[Cs+].[Cs+] (Cesium carbonate). Run in CCOCC (ether). Conditions: time 18 hour. The product is IC1=CC(=CC(=C1)[N+](=O)[O-])SC (1-iodo-3-methylsulfanyl-5-nitro-benzene). As a reaction SMILES: [I:1][C:2]1[CH:7]=[C:6]([N+:8]([O-:10])=[O:9])[CH:5]=[C:4]([N+]([O-])=O)[CH:3]=1.[CH3:14][S:15](C)=O.C[Si](C)(C)SC.C(=O)([O-])[O-].[Cs+].[Cs+]>CCOCC>[I:1][C:2]1[CH:7]=[C:6]([N+:8]([O-:10])=[O:9])[CH:5]=[C:4]([S:15][CH3:14])[CH:3]=1 |f:1.2,3.4.5|. Procedure: To a solution of 1-iodo-3,5-dinitrobenzene (15 g, 51 mmole) in 150 mL of DMSO trimethyl(methylthio)silane (10 mL, 70.6 mmol) was added slowly. The resulting reaction mixture turned purple at this point. Cesium carbonate 99.9% (23.13 g, 71.4 mmol) was then added. After stirring at room temperature for 18 h, the reaction mixture was diluted with 150 mL of ether, washed with 400 mL of saturated sodium bicarbonate solution and 150 mL of brine. The combined organic phase were then dried over sodium s... The reactants are [OH-].[K+] (potassium hydroxide), C(C1=CC=CC=C1)Br (benzyl bromide), [OH-].[K+] (Potassium hydroxide), NC1=C2C(=NC=3CCCC(C13)=O)SC=C2 (4-Amino-7,8-dihydrothieno[2,3-b]quinolin-5(6H)-one), C(C1=CC=CC=C1)Br (benzyl bromide), O (water). Solvent: CS(=O)C (dimethylsulfoxide). Run at time 30 minute. Yields the product C(C1=CC=CC=C1)NC1=C2C(=NC=3CCCC(C13)=O)SC=C2 (4-Benzylamino-7,8-dihydrothieno[2,3-b]quinolin-5(6H)-one). RXN SMILES: [NH2:1][C:2]1[C:11]2[C:10](=[O:12])[CH2:9][CH2:8][CH2:7][C:6]=2[N:5]=[C:4]2[S:13][CH:14]=[CH:15][C:3]=12.[OH-].[K+].[CH2:18](Br)[C:19]1[CH:24]=[CH:23][CH:22]=[CH:21][CH:20]=1.O>CS(C)=O>[CH2:18]([NH:1][C:2]1[C:11]2[C:10](=[O:12])[CH2:9][CH2:8][CH2:7][C:6]=2[N:5]=[C:4]2[S:13][CH:14]=[CH:15][C:3]=12)[C:19]1[CH:24]=[CH:23][CH:22]=[CH:21][CH:20]=1 |f:1.2|. Reported procedure: 4-Amino-7,8-dihydrothieno[2,3-b]quinolin-5(6H)-one (6.21 g) was dissolved in 60 ml of dimethylsulfoxide (DMSO). Potassium hydroxide (2.3 g, calculated as 85%), which had been pulverized under pentane, was added to the reaction mixture. After 30 minutes 5.0 g of benzyl bromide was added, and after an additional 30 minutes, 1.0 g of potassium hydroxide and 2.0 g of benzyl bromide were added. After a total reaction time of 90 minutes, 200 ml of water was added to the reaction mixture, causing a gum... Reactants: C(#N)C1(CC1)NC(=O)[C@H]1N(C[C@@H](C1)S(=O)(=O)C1=C(C=C(C=C1)F)Cl)C=1N(N=C(C1)C)C1CCC1 ((2S,4R)-4-(2-chloro-4-fluoro-benzenesulfonyl)-1-(2-cyclobutyl-5-methyl-2H-pyrazol-3-yl)-pyrrolidine-2-carboxylic acid (1-cyano-cyclopropyl)-amide), FC(CO)(F)F (2,2,2,-trifluoroethanol). Yields the product C(C(F)(F)F)O (75-89-8), C(#N)C1(CC1)NC(=O)[C@H]1N(C[C@@H](C1)S(=O)(=O)C1=C(C=C(C=C1)OCC(F)(F)F)Cl)C=1N(N=C(C1)C)C1CCC1 ((2S,4R)-4-[2-Chloro-4-(2,2,2-trifluoro-ethoxy)-benzenesulfonyl]-1-(2-cyclobutyl-5-methyl-2H-pyrazol-3-yl)-pyrrolidine-2-carboxylic acid (1-cyano-cyclopropyl)-amide). RXN SMILES: [C:1]([C:3]1([NH:6][C:7]([C@@H:9]2[CH2:13][C@@H:12]([S:14]([C:17]3[CH:22]=[CH:21][C:20](F)=[CH:19][C:18]=3[Cl:24])(=[O:16])=[O:15])[CH2:11][N:10]2[C:25]2[N:26]([CH:31]3[CH2:34][CH2:33][CH2:32]3)[N:27]=[C:28]([CH3:30])[CH:29]=2)=[O:8])[CH2:5][CH2:4]1)#[N:2].[F:35][C:36]([F:40])([F:39])[CH2:37][OH:38]>>[CH2:37]([OH:38])[C:36]([F:40])([F:39])[F:35].[C:1]([C:3]1([NH:6][C:7]([C@@H:9]2[CH2:13][C@@H:12]([S:14]([C:17]3[CH:22]=[CH:21][C:20]([O:38][CH2:37][C:36]([F:40])([F:39])[F:35])=[CH:19][C:18]=3[Cl:24])(=[O:16])=[O:15])[CH2:11][N:10]2[C:25]2[N:26]([CH:31]3[CH2:32][CH2:33][CH2:34]3)[N:27]=[C:28]([CH3:30])[CH:29]=2)=[O:8])[CH2:4][CH2:5]1)#[N:2]. Reported procedure: In analogy to the procedure described in example 392, (2S,4R)-4-(2-chloro-4-fluoro-benzenesulfonyl)-1-(2-cyclobutyl-5-methyl-2H-pyrazol-3-yl)-pyrrolidine-2-carboxylic acid (1-cyano-cyclopropyl)-amide (example 385b) was reacted with 2,2,2,-trifluoroethanol (CAS Reg. No. 75-89-8 99) to give the title compound as colorless solid. MS (ESI): m/z=586.0 [M+H]+. Starting materials: ClC1=CC=C(CC#N)C=C1 (4-chlorobenzyl cyanide), ClC=1C=C(C=O)C=CC1 (3-chloro-benzaldehyde), C[O-].[Na+] (sodium methoxide). The solvent is CO (methanol). Reaction conditions: temperature 50 celsius, time 3 hour. Yields the product ClC=1C=C(C=CC1)\C=C(/C#N)\C1=CC=C(C=C1)Cl ((Z)-3-(3-chloro-phenyl)-2-(4-chloro-phenyl)-acrylonitrile). The yield is 69.2%. RXN SMILES: [Cl:1][C:2]1[CH:10]=[CH:9][C:5]([CH2:6][C:7]#[N:8])=[CH:4][CH:3]=1.[Cl:11][C:12]1[CH:13]=[C:14]([CH:17]=[CH:18][CH:19]=1)[CH:15]=O.C[O-].[Na+]>CO>[Cl:11][C:12]1[CH:13]=[C:14](/[CH:15]=[C:6](/[C:5]2[CH:9]=[CH:10][C:2]([Cl:1])=[CH:3][CH:4]=2)\[C:7]#[N:8])[CH:17]=[CH:18][CH:19]=1 |f:2.3|. Procedure details: Method B To a solution of 4-chlorobenzyl cyanide (Aldrich) (4.5 g, 30 mmol) and 3-chloro-benzaldehyde (Aldrich) (4 g, 29 mmol) in methanol (150 mL) was slowly added a methanolic solution (Aldrich, 25 wt. %) of sodium methoxide (10 mL, 44 mmol). The reaction mixture was heated and stirred at 50° C. for 3 h. The mixture became cloudy, and was cooled to room temperature and filtered. The white precipitate was washed with water, cold methanol, and then dried in vacuo to give the first batch of desir... Starting materials: C(C=C)(=O)OC (methyl acrylate), C1C(O1)CO (glycide). Reagents/catalysts: C1=CC=CC=2SC3=CC=CC=C3NC12 (phenothiazine), C(CCCCCCCCCCCCCCCCC)(=O)[O-].[Ca+2].C(CCCCCCCCCCCCCCCCC)(=O)[O-] (calcium stearate). Reaction conditions: time 2 hour. Yields the product C(C=C)(=O)OCC1CO1 (glycidyl acrylate). Yield: 89.8%. Reaction SMILES: [C:1]([O:5][CH3:6])(=[O:4])[CH:2]=[CH2:3].[CH2:7]1[O:9][CH:8]1CO>C1C2NC3C(=CC=CC=3)SC=2C=CC=1.C([O-])(=O)CCCCCCCCCCCCCCCCC.[Ca+2].C([O-])(=O)CCCCCCCCCCCCCCCCC>[C:1]([O:5][CH2:6][CH:8]1[O:9][CH2:7]1)(=[O:4])[CH:2]=[CH2:3] |f:3.4.5|. Procedure details: To the same apparatus as described in Example 1 were added 2,150 g (25 mol) of methyl acrylate, 370 g (5 mol) of glycide, 1 g of phenothiazine as the polymerization inhibitor and 41.3 g (0.068 mol) of calcium stearate as the catalyst. The resulting mixture was heated at a temperature of 50° to 70° C. under a reduced pressure of 200 to 400 mmHg while introducing a slight amount of air to effect the reaction while distilling off the formed methanol as an azeotropic mixture with methyl acrylate. Th... The reactants are C(C)(=O)OC1=CC=C(C=C)C=C1 (p-Acetoxystyrene), [OH-].[K+] (potassium hydroxide). The solvent is O (water). Run at time 2 hour. Product: OC1=CC=C(C=C)C=C1 (p-Hydroxystyrene). Yield: 59.1%. RXN SMILES: C([O:4][C:5]1[CH:12]=[CH:11][C:8]([CH:9]=[CH2:10])=[CH:7][CH:6]=1)(=O)C.[OH-].[K+]>O>[OH:4][C:5]1[CH:12]=[CH:11][C:8]([CH:9]=[CH2:10])=[CH:7][CH:6]=1 |f:1.2|. Reported procedure: p-Hydroxyxstyrene was converted to 1-(p-acetoxyphenyl)ethanol and then dehydrated using liquid phase dehydration in the presence of potassium acid sulfate to produce p-acetoxystyrene, according to the method of Corson et al (J. Org. Chem. 1958 23 544). p-Acetoxystyrene (1.6 g) was added to a stirred solution of potassium hydroxide (1.4 g) in water (14 ml) at 5 degrees Centigrade. Stirring was continued at 0-5 degrees Centigrade for 2 h. The mixture was then washed with ether, and the aqueous pha...